This data is from the Open Reaction Database (ORD), a public repository of structured organic reaction records. The task is: describe an organic reaction: reactants, conditions, products, and yield Starting materials: O (Water), OC1=CC=C2C(C(=C(OC2=C1)C1CCN(CC1)C(CC)=O)C)=O (7-hydroxy-3-methyl-2-(1-propanoylpiperidin-4-yl)-4H-chromen-4-one), C(C=C)Br (allyl bromide), C([O-])([O-])=O.[K+].[K+] (potassium carbonate). Solvent: CC(=O)C (acetone). Run at temperature 55 celsius, time 20 hour. The product is C(C=C)OC1=CC=C2C(C(=C(OC2=C1)C1CCN(CC1)C(CC)=O)C)=O (7-(Allyloxy)-3-methyl-2-(1-propanoylpiperidin-4-yl)-4H-chromen-4-one). The yield is 84.1%. As a reaction SMILES: [OH:1][C:2]1[CH:11]=[C:10]2[C:5]([C:6](=[O:23])[C:7]([CH3:22])=[C:8]([CH:12]3[CH2:17][CH2:16][N:15]([C:18](=[O:21])[CH2:19][CH3:20])[CH2:14][CH2:13]3)[O:9]2)=[CH:4][CH:3]=1.[CH2:24](Br)[CH:25]=[CH2:26].C(=O)([O-])[O-].[K+].[K+].O>CC(C)=O>[CH2:26]([O:1][C:2]1[CH:11]=[C:10]2[C:5]([C:6](=[O:23])[C:7]([CH3:22])=[C:8]([CH:12]3[CH2:17][CH2:16][N:15]([C:18](=[O:21])[CH2:19][CH3:20])[CH2:14][CH2:13]3)[O:9]2)=[CH:4][CH:3]=1)[CH:25]=[CH2:24] |f:2.3.4|. Reported procedure: A solution of 7-hydroxy-3-methyl-2-(1-propanoylpiperidin-4-yl)-4H-chromen-4-one (1.00 g, 3.17 mmol) obtained in Example 31-2, allyl bromide (560 μL, 6.34 mmol), and potassium carbonate (613 mg, 4.44 mmol) in acetone (20 mL) was heated with stirring at a bath temperature of 55° C. for 20 hours. Water was added to the reaction solution, followed by extraction with ethyl acetate. The organic layer was dried over magnesium sulfate. The desiccant was filtered off, and then the filtrate was concentrat... RXN SMILES: N[C@@H](CC)[C@H](O)[C:4](NC1CC1)=[O:5].[NH2:13][C@@H:14]([CH2:18][CH2:19][CH3:20])[C:15]([OH:17])=O.[F:21][C:22]([F:26])([F:25])[CH2:23][NH2:24]>>[NH2:13][C@@H:14]([CH2:18][CH2:19][CH3:20])[C@H:15]([OH:17])[C:4]([NH:24][CH2:23][C:22]([F:26])([F:25])[F:21])=[O:5]. Procedure: The title compound was prepared in analogy to (2S,3S)-3-amino-N-cyclopropyl-2-hydroxypentanamide, Representative Procedure B, using (S)-2-aminopentanoic acid in the first step (step B1), and 2,2,2-trifluoro-ethylamine in the seventh step (step B7). Yields the product N[C@H]([C@@H](C(=O)NCC(F)(F)F)O)CCC ((2S,3S)-3-Amino-2-hydroxy-N-(2,2,2-trifluoroethyl)hexanamide). Reactants: N[C@H]([C@@H](C(=O)NC1CC1)O)CC ((2S,3S)-3-amino-N-cyclopropyl-2-hydroxypentanamide), N[C@H](C(=O)O)CCC ((S)-2-aminopentanoic acid), FC(CN)(F)F (2,2,2-trifluoro-ethylamine). Reactants: O=C([O-])O, CC(C)(C)OC(=O)c1ccc(Br)cc1NC(=O)c1ccccc1, O=C([O-])O, Cc1ccccc1, CCO, OB(O)c1ccccc1F, [Na+], [Na], c1ccc(P(c2ccccc2)(c2ccccc2)[Pd](P(c2ccccc2)(c2ccccc2)c2ccccc2)(P(c2ccccc2)(c2ccccc2)c2ccccc2)P(c2ccccc2)(c2ccccc2)c2ccccc2)cc1. Product: CC(C)(C)OC(=O)c1ccc(-c2ccccc2F)cc1NC(=O)c1ccccc1. Reaction SMILES: [C:12](=[O:13])([O-:14])[OH:15].[C:16]([c:17]1[cH:18][cH:19][cH:20][cH:21][cH:22]1)(=[O:23])[NH:24][c:25]1[c:26]([C:27](=[O:28])[O:29][C:30]([CH3:31])([CH3:32])[CH3:33])[cH:34][cH:35][c:36]([Br:38])[cH:37]1.[C:39](=[O:40])([O-:41])[OH:42].[CH3:121][c:122]1[cH:123][cH:124][cH:125][cH:126][cH:127]1.[CH3:128][CH2:129][OH:130].[F:1][c:2]1[c:3]([B:8]([OH:9])[OH:10])[cH:4][cH:5][cH:6][cH:7]1.[Na+:43].[Na:11].[cH:44]1[cH:45][cH:46][c:47]([P:48]([Pd:49]([P:50]([c:51]2[cH:52][cH:53][cH:54][cH:55][cH:56]2)([c:57]2[cH:58][cH:59][cH:60][cH:61][cH:62]2)[c:63]2[cH:64][cH:65][cH:66][cH:67][cH:68]2)([P:69]([c:70]2[cH:71][cH:72][cH:73][cH:74][cH:75]2)([c:76]2[cH:77][cH:78][cH:79][cH:80][cH:81]2)[c:82]2[cH:83][cH:84][cH:85][cH:86][cH:87]2)[P:88]([c:89]2[cH:90][cH:91][cH:92][cH:93][cH:94]2)([c:95]2[cH:96][cH:97][cH:98][cH:99][cH:100]2)[c:101]2[cH:102][cH:103][cH:104][cH:105][cH:106]2)([c:107]2[cH:108][cH:109][cH:110][cH:111][cH:112]2)[c:113]2[cH:114][cH:115][cH:116][cH:117][cH:118]2)[cH:119][cH:120]1>>[F:1][c:2]1[c:3](-[c:36]2[cH:35][cH:34][c:26]([C:27](=[O:28])[O:29][C:30]([CH3:31])([CH3:32])[CH3:33])[c:25]([NH:24][C:16]([c:17]3[cH:18][cH:19][cH:20][cH:21][cH:22]3)=[O:23])[cH:37]2)[cH:4][cH:5][cH:6][cH:7]1. Reactants: FC1=CC=C(C=C1)[N+](=O)[O-] (4-fluoronitrobenzene), ClCCCS (3-chloropropanethiol), CC(C)(C)[O-].[K+] (KOtBu). Solvent: CS(=O)C (DMSO), CS(=O)C (DMSO), O (water). Conditions: temperature 10 celsius. Yields the product ClCCCSC1=CC=C(C=C1)[N+](=O)[O-] (1-Chloro-3-(4-nitrothiophenoxy)propane). The yield is 33.4%. As a reaction SMILES: CC([O-])(C)C.[K+].F[C:8]1[CH:13]=[CH:12][C:11]([N+:14]([O-:16])=[O:15])=[CH:10][CH:9]=1.[Cl:17][CH2:18][CH2:19][CH2:20][SH:21]>CS(C)=O.O>[Cl:17][CH2:18][CH2:19][CH2:20][S:21][C:8]1[CH:13]=[CH:12][C:11]([N+:14]([O-:16])=[O:15])=[CH:10][CH:9]=1 |f:0.1|. Reported procedure: To a cooled (10° C.), stirred suspension of KOtBu (8.9 g, 0.080 mol) in DMSO (40 mL) was added a solution of 4-fluoronitrobenzene (11.2 g, 0.080 mol) and 3-chloropropanethiol (8.8 g, 0.080 mol) in DMSO (40 mL) over 10 minutes. The mixture was stirred at room temperature for 3.5 hours, diluted with water (1000 ml), and extracted with ether. The extracts were washed with brine, dried (MgSO4), and concentrated. Purification by flash chromatography (10% EtOAc/hexane) gave 6.2 g (34%) of product as a... Reactants: N[C@H]1[C@@H]2N(C(=C(CS2)S\C=C/C(=O)OC)C(=O)OCC2=CC=C(C=C2)OC)C1=O (4-methoxybenzyl 7β-amino-3-[(Z)-2-methoxycarbonylvinylthio]-3-cephem-4-carboxylate), C(C)(C)N(CC)C(C)C (diisopropylethylamine), C(C1=CC=CC=C1)(C1=CC=CC=C1)(C1=CC=CC=C1)NC=1SC=C(N1)/C(/C(=O)O)=N/OCC1=C(C=C(C=C1)OC)OC (2-(2-tritylaminothiazol-4-yl)-2-[(Z)-2,4-dimethoxybenzyloxyimino]acetic acid), C(C)(C)N(CC)C(C)C (diisopropylethylamine), CS(=O)(=O)Cl (methanesulfonyl chloride). Run in O (water), CN(C=O)C (N,N-dimethylformamide). Conditions: temperature -50 celsius, time 30 minute. Product: C(C1=CC=CC=C1)(C1=CC=CC=C1)(C1=CC=CC=C1)NC=1SC=C(N1)/C(/C(=O)N[C@H]1[C@@H]2N(C(=C(CS2)S\C=C/C(=O)OC)C(=O)OCC2=CC=C(C=C2)OC)C1=O)=N/OCC1=C(C=C(C=C1)OC)OC (4-methoxybenzyl 7β-{2-(2-tritylaminothiazol-4-yl)-2-[(Z)-2,4-dimethoxybenzyloxyimino]acetamido}-3-[(Z)-2-methoxycarbonylvinylthio]-3-cephem-4-carboxylate). Yield: 59.0%. As a reaction SMILES: [C:1]([NH:20][C:21]1[S:22][CH:23]=[C:24](/[C:26](=[N:30]/[O:31][CH2:32][C:33]2[CH:38]=[CH:37][C:36]([O:39][CH3:40])=[CH:35][C:34]=2[O:41][CH3:42])/[C:27](O)=[O:28])[N:25]=1)([C:14]1[CH:19]=[CH:18][CH:17]=[CH:16][CH:15]=1)([C:8]1[CH:13]=[CH:12][CH:11]=[CH:10][CH:9]=1)[C:2]1[CH:7]=[CH:6][CH:5]=[CH:4][CH:3]=1.C(N(C(C)C)CC)(C)C.CS(Cl)(=O)=O.[NH2:57][C@@H:58]1[C:84](=[O:85])[N:60]2[C:61]([C:72]([O:74][CH2:75][C:76]3[CH:81]=[CH:80][C:79]([O:82][CH3:83])=[CH:78][CH:77]=3)=[O:73])=[C:62]([S:65]/[CH:66]=[CH:67]\[C:68]([O:70][CH3:71])=[O:69])[CH2:63][S:64][C@H:59]12>CN(C)C=O.O>[C:1]([NH:20][C:21]1[S:22][CH:23]=[C:24](/[C:26](=[N:30]/[O:31][CH2:32][C:33]2[CH:38]=[CH:37][C:36]([O:39][CH3:40])=[CH:35][C:34]=2[O:41][CH3:42])/[C:27]([NH:57][C@@H:58]2[C:84](=[O:85])[N:60]3[C:61]([C:72]([O:74][CH2:75][C:76]4[CH:77]=[CH:78][C:79]([O:82][CH3:83])=[CH:80][CH:81]=4)=[O:73])=[C:62]([S:65]/[CH:66]=[CH:67]\[C:68]([O:70][CH3:71])=[O:69])[CH2:63][S:64][C@H:59]23)=[O:28])[N:25]=1)([C:2]1[CH:7]=[CH:6][CH:5]=[CH:4][CH:3]=1)([C:14]1[CH:19]=[CH:18][CH:17]=[CH:16][CH:15]=1)[C:8]1[CH:9]=[CH:10][CH:11]=[CH:12][CH:13]=1. Procedure: To a solution of 531 mg (0.92 mM) of 2-(2-tritylaminothiazol-4-yl)-2-[(Z)-2,4-dimethoxybenzyloxyimino]acetic acid in 10 ml of N,N-dimethylformamide was added 124 mg (0.96 mM) of diisopropylethylamine. To the cooled (-50° C.) mixture was added 105 mg (0.92 mm) of methanesulfonyl chloride, and the mixture was stirred for 30 minutes. Then, 200 mg (0.46 mM) of 4-methoxybenzyl 7β-amino-3-[(Z)-2-methoxycarbonylvinylthio]-3-cephem-4-carboxylate and 60 mg (0.46 mM) of diisopropylethylamine were added at...